describe an organic reaction: reactants, conditions, products, and yield From a dataset of the Open Reaction Database (ORD), a public repository of structured organic reaction records. Starting materials: B(Br)(Br)Br (Boron tribromide), ClC=1C=CC(=C(C1)C1=CC(=C(C=C1)S(=O)(=O)N1CCOCC1)C(F)(F)F)OCC1=CC=CC=C1 ([5′-Chloro-2′-(phenylmethoxy)-3-(trifluoromethyl)[1,1′-biphenyl]-4-yl]sulfonyl-morpholine). The solvent is C(Cl)Cl (DCM). Run at time 15 minute. Product: ClC=1C=CC(=C(C1)C1=CC(=C(C=C1)S(=O)(=O)N1CCOCC1)C(F)(F)F)O (4-[[5′-Chloro-2′-hydroxy-3-(trifluoromethyl)[1,1′-biphenyl]-4-yl]sulfonyl]morpholine). RXN SMILES: B(Br)(Br)Br.[Cl:5][C:6]1[CH:7]=[CH:8][C:9]([O:31]CC2C=CC=CC=2)=[C:10]([C:12]2[CH:17]=[CH:16][C:15]([S:18]([N:21]3[CH2:26][CH2:25][O:24][CH2:23][CH2:22]3)(=[O:20])=[O:19])=[C:14]([C:27]([F:30])([F:29])[F:28])[CH:13]=2)[CH:11]=1>C(Cl)Cl>[Cl:5][C:6]1[CH:7]=[CH:8][C:9]([OH:31])=[C:10]([C:12]2[CH:17]=[CH:16][C:15]([S:18]([N:21]3[CH2:26][CH2:25][O:24][CH2:23][CH2:22]3)(=[O:20])=[O:19])=[C:14]([C:27]([F:28])([F:29])[F:30])[CH:13]=2)[CH:11]=1. Reported procedure: Boron tribromide (2.5 ml, 1.0 M in DCM) was added to a solution of the product from step b) (1.16 g) in DCM (15 ml) at 0° C. The solution was stirred for 15 min then quenched with water. The mixture was extracted with DCM (three times), the organic extracts were dried (MgSO4), evaporated and purified by chromatography (silica, petrol-ether as eluent) to give the sub-title compound (851 mg). The reactants are C([O-])(O)=O.[Na+] (sodium bicarbonate), FC(C(=O)O)(F)F (Trifluoroacetic acid), C(C)(=O)[O-].[NH4+] (ammonium acetate), FC1=NC(=CC=C1N(C=O)CC(C)=O)F (N-(2,6-difluoropyridin-3-yl)-N-(2-oxopropyl)formamide). Solvent: C(C)(=O)OCC (ethyl acetate), C1(=CC=CC=C1)C (toluene). Product: FC1=NC(=CC=C1N1C=NC(=C1)C)F (2,6-difluoro-3-(4-methyl-1H-imidazol-1-yl)pyridine). The yield is 95.4%. RXN SMILES: FC(F)(F)C(O)=O.C([O-])(=O)C.[NH4+:12].[F:13][C:14]1[C:19]([N:20]([CH2:23][C:24](=O)[CH3:25])[CH:21]=O)=[CH:18][CH:17]=[C:16]([F:27])[N:15]=1.C(=O)(O)[O-].[Na+]>C1(C)C=CC=CC=1.C(OCC)(=O)C>[F:13][C:14]1[C:19]([N:20]2[CH:23]=[C:24]([CH3:25])[N:12]=[CH:21]2)=[CH:18][CH:17]=[C:16]([F:27])[N:15]=1 |f:1.2,4.5|. Procedure details: Trifluoroacetic acid (1.08 ml) and ammonium acetate (1.08 g) were added to a solution of N-(2,6-difluoropyridin-3-yl)-N-(2-oxopropyl)formamide (2.52 g) in toluene (40 ml), and the reaction solution was heated under reflux in a nitrogen atmosphere for four hours. After leaving to cool, ethyl acetate and a saturated sodium bicarbonate solution were added to the reaction solution, and the organic layer was separated. The resulting organic layer was washed with brine and then dried over anhydrous so...